From a dataset of the Open Reaction Database (ORD), a public repository of structured organic reaction records. describe an organic reaction: reactants, conditions, products, and yield Procedure: To a slurry of 250 mg of lithium aluminum hydride in 10 ml of ether, cooled to 0° C. is added dropwise a solution of 1.48 g of ethyl (3,3-difluoro-2-methylene-nonadecyl)propanoate in 10 ml of ether followed by warming to ambient temperature, heating at reflux for 3 hours, then allowing to cool to ambient temperature. The reaction mixture is washed with dilute hydrochloric acid, water and dilute sodium bicarbonate, dried and evaporated to a gum which is purified on silica gel using 40-60% ethyl a... Reactants: [H-].[Al+3].[Li+].[H-].[H-].[H-] (lithium aluminum hydride), CCOCC (ether), FC(C(CC(C(=O)OCC)C)=C)(CCCCCCCCCCCCCCCC)F (ethyl (3,3-difluoro-2-methylene-nonadecyl)propanoate), CCOCC (ether). Reaction SMILES: [H-].[Al+3].[Li+].[H-].[H-].[H-].[F:7][C:8]([F:35])([CH2:19][CH2:20][CH2:21][CH2:22][CH2:23][CH2:24][CH2:25][CH2:26][CH2:27][CH2:28][CH2:29][CH2:30][CH2:31][CH2:32][CH2:33][CH3:34])[C:9](=[CH2:18])[CH2:10][CH:11]([CH3:17])[C:12](OCC)=[O:13].CC[O:38]CC>>[F:35][C:8]([F:7])([CH2:19][CH2:20][CH2:21][CH2:22][CH2:23][CH2:24][CH2:25][CH2:26][CH2:27][CH2:28][CH2:29][CH2:30][CH2:31][CH2:32][CH2:33][CH3:34])[C:9](=[CH2:18])[CH2:10][CH:11]([CH2:12][OH:13])[CH2:17][OH:38] |f:0.1.2.3.4.5|. Product: FC(C(CC(CO)CO)=C)(CCCCCCCCCCCCCCCC)F (2-(3,3-Difluoro-2-methylenenonadecyl)-1,3-propanediol).